This data is from the Open Reaction Database (ORD), a public repository of structured organic reaction records. The task is: describe an organic reaction: reactants, conditions, products, and yield Starting materials: CO, Cl, Cl, [Li+], CCOC(=O)C1(c2ccc(N3CCCC3)nc2)CC1, O=C1OC2(CCNC2)c2ccncc21, [OH-]. The product is O=C1OC2(CCN(C(=O)C3(c4ccc(N5CCCC5)nc4)CC3)C2)c2ccncc21. As a reaction SMILES: [CH3:38][OH:39].[ClH:22].[ClH:23].[Li+:21].[N:1]1([c:6]2[cH:7][cH:8][c:9]([C:12]3([C:15]([O:17][CH2:16][CH3:18])=[O:19])[CH2:13][CH2:14]3)[cH:10][n:11]2)[CH2:2][CH2:3][CH2:4][CH2:5]1.[NH:24]1[CH2:25][C:26]2([O:27][C:28](=[O:35])[c:29]3[cH:30][n:31][cH:32][cH:33][c:34]32)[CH2:36][CH2:37]1.[OH-:20]>>[N:1]1([c:6]2[cH:7][cH:8][c:9]([C:12]3([C:15](=[O:17])[N:24]4[CH2:25][C:26]5([O:27][C:28](=[O:35])[c:29]6[cH:30][n:31][cH:32][cH:33][c:34]65)[CH2:36][CH2:37]4)[CH2:13][CH2:14]3)[cH:10][n:11]2)[CH2:2][CH2:3][CH2:4][CH2:5]1. Starting materials: ClC1=C(C=O)C(=CC=C1[N+](=O)[O-])Cl (2,6-dichloro-3-nitrobenzaldehyde), C(O)(O)=O.NNC(=N)N (Aminoguanidine hydrogen carbonate), Cl (hydrochloric acid). Solvent: C(C)O (ethanol), O (water). Product: Cl.ClC1=C(C=NNC(=N)N)C(=CC=C1[N+](=O)[O-])Cl ((2,6-dichloro-3-nitrobenzylideneamino)-guanidine hydrochloride). Reaction SMILES: C(=O)(O)O.[NH2:5][NH:6][C:7]([NH2:9])=[NH:8].Cl.[Cl:11][C:12]1[C:19]([N+:20]([O-:22])=[O:21])=[CH:18][CH:17]=[C:16]([Cl:23])[C:13]=1[CH:14]=O>O.C(O)C>[ClH:11].[Cl:11][C:12]1[C:19]([N+:20]([O-:22])=[O:21])=[CH:18][CH:17]=[C:16]([Cl:23])[C:13]=1[CH:14]=[N:5][NH:6][C:7]([NH2:9])=[NH:8] |f:0.1,6.7|. Procedure: Aminoguanidine hydrogen carbonate (1.24 g, 9.1 mmol) was added to a solution of concentrated hydrochloric acid (0.8 cm3, 9.3 mmol) in water (3 cm3). After diluting the resulting solution with ethanol (20 cm3), 2,6-dichloro-3-nitrobenzaldehyde (2.0 g, 9.1 mmol) was added and the mixture heated under reflux for 7 h. The solution was evaporated under reduced pressure and the residual solid suspended in refluxing ethanol, basified (pH 11) by addition of dilute sodium hydroxide solution and cooled to... The reactants are CC(C)Nc1nnc2cc(Br)ccn12, O=C([O-])[O-], COCCOC, Cc1ccc(C(=O)NC2CC2)cc1B1OC(C)(C)C(C)(C)O1, [Na+], [Na+], O, O. Yields the product Cc1ccc(C(=O)NC2CC2)cc1-c1ccn2c(NC(C)C)nnc2c1. As a reaction SMILES: [Br:1][c:2]1[cH:3][c:4]2[n:5]([cH:6][cH:7]1)[c:8]([NH:11][CH:12]([CH3:13])[CH3:14])[n:9][n:10]2.[C:38](=[O:39])([O-:40])[O-:41].[CH3:44][O:45][CH2:46][CH2:47][O:48][CH3:49].[CH:15]1([NH:18][C:19]([c:20]2[cH:21][c:22]([B:27]3[O:28][C:29]([CH3:30])([CH3:31])[C:32]([CH3:33])([CH3:34])[O:35]3)[c:23]([CH3:26])[cH:24][cH:25]2)=[O:36])[CH2:16][CH2:17]1.[Na+:42].[Na+:43].[OH2:37].[OH2:50]>>[c:2]1(-[c:22]2[cH:21][c:20]([C:19]([NH:18][CH:15]3[CH2:16][CH2:17]3)=[O:36])[cH:25][cH:24][c:23]2[CH3:26])[cH:3][c:4]2[n:5]([cH:6][cH:7]1)[c:8]([NH:11][CH:12]([CH3:13])[CH3:14])[n:9][n:10]2. The reactants are COC=1C=CC(=C(C1)O)[N+](=O)[O-] (5-methoxy-2-nitrophenol), C([O-])([O-])=O.[K+].[K+] (potassium carbonate), ICC(=O)N (iodoacetamide). Product: C(N)(=O)COC1=C(C=CC(=C1)OC)[N+](=O)[O-] (2-carbamoylmethoxy-4-methoxynitrobenzene). Reaction SMILES: [CH3:1][O:2][C:3]1[CH:4]=[CH:5][C:6]([N+:10]([O-:12])=[O:11])=[C:7]([OH:9])[CH:8]=1.C(=O)([O-])[O-].[K+].[K+].I[CH2:20][C:21]([NH2:23])=[O:22]>>[C:21]([CH2:20][O:9][C:7]1[CH:8]=[C:3]([O:2][CH3:1])[CH:4]=[CH:5][C:6]=1[N+:10]([O-:12])=[O:11])(=[O:22])[NH2:23] |f:1.2.3|. Procedure: Reaction of 0.84 g of 5-methoxy-2-nitrophenol, 1.66 g of potassium carbonate and 1.84 g of iodoacetamide by the process described in Example 55) gives 2-carbamoylmethoxy-4-methoxynitrobenzene: mp 185°-7° C.; Rf (O)=0.58. Reactants: CN1C(=CC=C1)C(=O)C1=C(C(=O)O)C(=C(C(=C1Cl)Cl)Cl)Cl (2-[(1-methyl-2-pyrrolyl)carbonyl]-3,4,5,6-tetrachlorobenzoic acid), CN(C1=CC(=CC=C1)N(C)C)C (N,N,N',N'-tetramethyl-m-phenylenediamine). The solvent is C(C)(=O)OC(C)=O (acetic anhydride). Yields the product CN(C1=C(C=CC(=C1)N(C)C)C1(OC(=O)C2=C(C(=C(C(=C12)Cl)Cl)Cl)Cl)C=1N(C=CC1)C)C (3-[2,4-bis(dimethylamino)phenyl]-3-(1-methyl-2-pyrrolyl)-4,5,6,7-tetrachlorophthalide). Reaction SMILES: [CH3:1][N:2]1[CH:6]=[CH:5][CH:4]=[C:3]1[C:7]([C:9]1[C:17]([Cl:18])=[C:16]([Cl:19])[C:15]([Cl:20])=[C:14]([Cl:21])[C:10]=1[C:11]([OH:13])=[O:12])=O.[CH3:22][N:23]([CH3:33])[C:24]1[CH:29]=[CH:28][CH:27]=[C:26]([N:30]([CH3:32])[CH3:31])[CH:25]=1>C(OC(=O)C)(=O)C>[CH3:31][N:30]([CH3:32])[C:26]1[CH:25]=[C:24]([N:23]([CH3:33])[CH3:22])[CH:29]=[CH:28][C:27]=1[C:7]1([C:3]2[N:2]([CH3:1])[CH:6]=[CH:5][CH:4]=2)[C:9]2[C:10](=[C:14]([Cl:21])[C:15]([Cl:20])=[C:16]([Cl:19])[C:17]=2[Cl:18])[C:11](=[O:13])[O:12]1. Reported procedure: Employing the procedure of part B of Example 17 hereinabove, 3.70 g (0.01 mole) of 2-[(1-methyl-2-pyrrolyl)carbonyl]-3,4,5,6-tetrachlorobenzoic acid, prepared as described in part A above, and 2.0 g (0.012 mole) of N,N,N',N'-tetramethyl-m-phenylenediamine were interacted in the presence of 10 ml of acetic anhydride to obtain 3-[2,4-bis(dimethylamino)phenyl]-3-(1-methyl-2-pyrrolyl)-4,5,6,7-tetrachlorophthalide (Formula IV: R0 =R1 =R2 =R3 =Cl; R=R7 =CH3 ; R4 =N(CH3)2). Starting materials: tetrakis(triphenylphosphin)palladium(0), C([O-])([O-])=O.[Na+].[Na+] (sodium carbonate), C1(=CC=CC=C1)B(O)O (benzeneboronic acid), BrC1=C(OC2(C1=O)CCCCC2)C2=CC=C(C=C2)S(=O)(=O)C (3-bromo-2-{4-(methylsulfonyl)phenyl}-1-oxa-spiro[4,5]dec-2-en-4-one). Solvent: C(C)O (ethanol), C1(=CC=CC=C1)C (toluene). Run at temperature 90 celsius, time 12 hour. The product is CS(=O)(=O)C1=CC=C(C=C1)C=1OC2(C(C1C1=CC=CC=C1)=O)CCCCC2 (2-{4-(methylsulfonyl)phenyl}-3-phenyl-1-oxa-spiro[4,5]dec-2-en-4-one). Isolated yield 49.4%. RXN SMILES: Br[C:2]1[C:6](=[O:7])[C:5]2([CH2:12][CH2:11][CH2:10][CH2:9][CH2:8]2)[O:4][C:3]=1[C:13]1[CH:18]=[CH:17][C:16]([S:19]([CH3:22])(=[O:21])=[O:20])=[CH:15][CH:14]=1.C(=O)([O-])[O-].[Na+].[Na+].[C:29]1(B(O)O)[CH:34]=[CH:33][CH:32]=[CH:31][CH:30]=1>C1(C)C=CC=CC=1.C(O)C>[CH3:22][S:19]([C:16]1[CH:17]=[CH:18][C:13]([C:3]2[O:4][C:5]3([CH2:12][CH2:11][CH2:10][CH2:9][CH2:8]3)[C:6](=[O:7])[C:2]=2[C:29]2[CH:34]=[CH:33][CH:32]=[CH:31][CH:30]=2)=[CH:14][CH:15]=1)(=[O:21])=[O:20] |f:1.2.3|. Procedure: To 102 mg of 3-bromo-2-{4-(methylsulfonyl)phenyl}-1-oxa-spiro[4,5]dec-2-en-4-one dissolved in 3 ml toluene and 15 ml ethanol, were added 16 mg of tetrakis(triphenylphosphin)palladium(0), 3 ml of 2 M aqueous sodium carbonate and 35 mg of benzeneboronic acid. The reaction mixture was stirred at 90° C. for 12 hours. The reaction mixture was then purified by a procedure similar to the procedure in Step 6 of Example 53 to afford 50 mg of 2-{4-(methylsulfonyl)phenyl}-3-phenyl-1-oxa-spiro[4,5]dec-2-en-... Reactants: C(=O)C1=CC(=C(C(=O)NC=NOC)C=C1)C (4-formyl-N-(methoxyiminomethyl)-2-methyl benzoic acid amide), Cl.ON (hydroxyamine hydrochloride). Run in CO (methanol), O (water), O (water). The product is ON=CC1=CC(=C(C(=O)NC=NOC)C=C1)C (4-hydroxyiminomethyl-N-(methoxyiminomethyl)-2-methyl benzoic acid amide). Isolated yield 102.4%. As a reaction SMILES: [CH:1]([C:3]1[CH:15]=[CH:14][C:6]([C:7]([NH:9][CH:10]=[N:11][O:12][CH3:13])=[O:8])=[C:5]([CH3:16])[CH:4]=1)=O.Cl.[OH:18][NH2:19]>CO.O>[OH:18][N:19]=[CH:1][C:3]1[CH:15]=[CH:14][C:6]([C:7]([NH:9][CH:10]=[N:11][O:12][CH3:13])=[O:8])=[C:5]([CH3:16])[CH:4]=1 |f:1.2|. Procedure details: In a solution of 64 mg of 4-formyl-N-(methoxyiminomethyl)-2-methyl benzoic acid amide in 4 mL of methanol and 1 mL of water, 30 mg of hydroxyamine hydrochloride was added at room temperature with stirring, and continued to stir at the same temperature for 1.5 hour. After the completion of the reaction, 10 mL of water was added in the reaction mixture, and extracted with ethyl acetate (10 mL×2). The combined organic phases were dehydrated with and dried over saturated sodium chloride aqueous solu...